Dataset: the Open Reaction Database (ORD), a public repository of structured organic reaction records. Task: describe an organic reaction: reactants, conditions, products, and yield Reactants: ClC1=NC=CC=C1NC(C1=C(C=CC(=C1)CC=1C(C(=C(C(C1C)=O)OC)OC)=O)OC(C)=O)=O (N-(2-Chloropyridin-3-yl)-5-(5,6-dimethoxy-3-methyl-1,4-benzoquinon-2-yl)methyl-2-acetoxybenzamide), C(O)([O-])=O.[Na+] (sodium hydrogencarbonate). The solvent is CO (methanol), O (water). Yields the product ClC1=NC=CC=C1NC(C1=C(C=CC(=C1)CC=1C(C(=C(C(C1C)=O)OC)OC)=O)O)=O (N-(2-Chloropyridin-3-yl)-5-(5,6-dimethoxy-3-methyl-1,4-benzoquinon-2-yl)methyl-2-hydroxybenzamide). The yield is 62.7%. Reaction SMILES: [Cl:1][C:2]1[C:7]([NH:8][C:9](=[O:34])[C:10]2[CH:15]=[C:14]([CH2:16][C:17]3[C:18](=[O:29])[C:19]([O:27][CH3:28])=[C:20]([O:25][CH3:26])[C:21](=[O:24])[C:22]=3[CH3:23])[CH:13]=[CH:12][C:11]=2[O:30]C(=O)C)=[CH:6][CH:5]=[CH:4][N:3]=1.C(=O)([O-])O.[Na+]>CO.O>[Cl:1][C:2]1[C:7]([NH:8][C:9](=[O:34])[C:10]2[CH:15]=[C:14]([CH2:16][C:17]3[C:18](=[O:29])[C:19]([O:27][CH3:28])=[C:20]([O:25][CH3:26])[C:21](=[O:24])[C:22]=3[CH3:23])[CH:13]=[CH:12][C:11]=2[OH:30])=[CH:6][CH:5]=[CH:4][N:3]=1 |f:1.2|. Reported procedure: N-(2-Chloropyridin-3-yl)-5-(5,6-dimethoxy-3-methyl-1,4-benzoquinon-2-yl)methyl-2-acetoxybenzamide (0.070 g, 0.144 mmol) was dissolved in methanol (3 ml) and after adding thereto an aqueous saturated sodium hydrogencarbonate solution (1.5 ml), the solution was stirred at room temperature for 3 hours. After the completion of reaction, the reaction solution was diluted with water and then extracted with ethyl acetate. The extract was washed with water and then dried, and the solvent was removed by ... Reactants: COS(=O)(=O)OC, CC(C)Oc1cc(-n2c(=O)cc(C(F)(F)F)[nH]c2=O)c(F)cc1Cl. The product is CC(C)Oc1cc(-n2c(=O)cc(C(F)(F)F)n(C)c2=O)c(F)cc1Cl. RXN SMILES: [CH3:25][O:26][S:27]([O:28][CH3:29])(=[O:30])=[O:31].[Cl:1][c:2]1[cH:3][c:4]([F:24])[c:5](-[n:12]2[c:13](=[O:23])[nH:14][c:15]([C:19]([F:20])([F:21])[F:22])[cH:16][c:17]2=[O:18])[cH:6][c:7]1[O:8][CH:9]([CH3:10])[CH3:11]>>[Cl:1][c:2]1[cH:3][c:4]([F:24])[c:5](-[n:12]2[c:13](=[O:23])[n:14]([CH3:25])[c:15]([C:19]([F:20])([F:21])[F:22])[cH:16][c:17]2=[O:18])[cH:6][c:7]1[O:8][CH:9]([CH3:10])[CH3:11]. Reactants: L-Boc-cyclohexyl glycine, C(CCl)Cl (EDC), C=1C=CC2=C(C1)N=NN2O (HOBt), CCN(C(C)C)C(C)C (DIEA), amine, COC(=O)C1N(CC2(C1)SCCCS2)C(C(C(C)(C)C)N)=O (2-(2-amino-3,3-dimethyl-butyryl)-6,10-dithia-2-aza-spiro[4.5]decane-3-carboxylic acid methyl ester). The solvent is C(Cl)Cl (CH2Cl2), C(Cl)Cl (CH2Cl2). Run at time 2 hour. The product is COC(=O)C1NCC2(C1)SCCCS2 (6,10-dithia-2-aza-spiro[4.5]decane-3-carboxylic acid methyl ester). RXN SMILES: C(Cl)CCl.C1C=CC2N(O)N=NC=2C=1.CCN(C(C)C)C(C)C.[CH3:24][O:25][C:26]([CH:28]1[CH2:32][C:31]2([S:37][CH2:36][CH2:35][CH2:34][S:33]2)[CH2:30][N:29]1C(=O)C(N)C(C)(C)C)=[O:27]>C(Cl)Cl>[CH3:24][O:25][C:26]([CH:28]1[CH2:32][C:31]2([S:33][CH2:34][CH2:35][CH2:36][S:37]2)[CH2:30][NH:29]1)=[O:27]. Procedure details: L-Boc-cyclohexyl glycine (154 mg, Bachem), EDC (115 mg), HOBt (81 mg), and DIEA (284 mg) in CH2Cl2 (1 mL) was treated with amine salt 29 (189 mg) in CH2Cl2 (2 mL) and the mixture stirred for 2 hours. The mixture was partitioned between ethyl acetate and 1.0 N HCl, the organics washed with sodium bicarbonate, 1.0 N glycine sodium salt solution, 10% potassium carbonate solution and brine then dried over sodium sulfate, filtered, and concentrated in vacuo. Purification on a plug of silica gel eluti... Reactants: COC1=CC(=C(C(=O)O)C=C1OC)C(C1=CC(=C(C(=C1)OC)OC)OC)=O (4,5-dimethoxy-2-(3,4,5-trimethoxybenzoyl)benzoic acid), C([O-])([O-])=O.[K+].[K+] (potassium carbonate), BrC(C(=O)OCC)C(=O)OCC (diethyl bromomalonate). The solvent is CN(C=O)C (dimethylformamide). Conditions: time 8 hour. Yields the product COC=1C=C2C(=C(OC(=O)C2=CC1OC)C(=O)O)C1=CC(=C(C(=C1)OC)OC)OC (6,7-dimethoxy-4-(3,4,5-trimethoxyphenyl)isocoumarin-3-carboxylic acid). Reaction SMILES: [CH3:1][O:2][C:3]1[C:11]([O:12][CH3:13])=[CH:10][C:6]([C:7]([OH:9])=[O:8])=[C:5]([C:14](=O)[C:15]2[CH:20]=[C:19]([O:21][CH3:22])[C:18]([O:23][CH3:24])=[C:17]([O:25][CH3:26])[CH:16]=2)[CH:4]=1.C(=O)([O-])[O-].[K+].[K+].Br[CH:35](C(OCC)=O)[C:36]([O:38]CC)=[O:37]>CN(C)C=O>[CH3:1][O:2][C:3]1[CH:4]=[C:5]2[C:6](=[CH:10][C:11]=1[O:12][CH3:13])[C:7](=[O:8])[O:9][C:35]([C:36]([OH:38])=[O:37])=[C:14]2[C:15]1[CH:20]=[C:19]([O:21][CH3:22])[C:18]([O:23][CH3:24])=[C:17]([O:25][CH3:26])[CH:16]=1 |f:1.2.3|. Reported procedure: To a solution of 4,5-dimethoxy-2-(3,4,5-trimethoxybenzoyl)benzoic acid (5 g) in dimethylformamide (50 ral) ard added potassium carbonate (3.72 g) and diethyl bromomalonate (2.48 ml), and the mixture is stirred at room temperature overnight. The mixture is evaporated to remove dimethylformamide, and thereto is added chloroform and water. The chloroform layer is separated, and thereto are added dioxane (80 ml) and conc. hydrochloric acid (80 ml). The mixture is heated under reflux for three hours.... Reactants: [Cl-].[Al+3].[Cl-].[Cl-] (aluminum chloride), Cl (hydrochloric acid), ClC1=CC=C(C(=O)Cl)C=C1 (p-chlorobenzoyl chloride), N1C(=CC=C1)CC#N (pyrrole-2-acetonitrile). Solvent: C(Cl)Cl (methylene chloride), C(Cl)Cl (methylene chloride). Conditions: temperature 0 celsius. Product: ClC1=CC=C(C(=O)C2=CC=C(N2)CC#N)C=C1 (5-(p-Chlorobenzoyl)-pyrrole-2-acetonitrile). As a reaction SMILES: [Cl-].[Al+3].[Cl-].[Cl-].[Cl:5][C:6]1[CH:14]=[CH:13][C:9]([C:10](Cl)=[O:11])=[CH:8][CH:7]=1.[NH:15]1[CH:19]=[CH:18][CH:17]=[C:16]1[CH2:20][C:21]#[N:22].Cl>C(Cl)Cl>[Cl:5][C:6]1[CH:14]=[CH:13][C:9]([C:10]([C:19]2[NH:15][C:16]([CH2:20][C:21]#[N:22])=[CH:17][CH:18]=2)=[O:11])=[CH:8][CH:7]=1 |f:0.1.2.3|. Procedure: To a chilled suspension of 26.80 g. (0.2 mole) of aluminum chloride in 110 ml. of methylene chloride is added dropwise 35 g. (0.2 mole) of p-chlorobenzoyl chloride. The mixture is added dropwise to a solution of 21.22 g. (0.2 mole) of pyrrole-2-acetonitrile in 125 ml. methylene chloride which is cooled externally with an ammonium chloride ice bath. After addition is complete, the reaction mixture is stirred for ten minutes at 0° C. and then poured into ice acidified with dilute hydrochloric acid... Product: C(C(=C)C)(=O)NC1=CC2=C(NN=N2)C=C1 (5-methacrylamidobenzotriazole). Procedure details: After 26.8 g of 5-aminobenzotriazole was dissolved in a mixture of acetonitrile (300 ml) and pyridine (40 ml), 46.5 g of methacrylic acid chloride was added dropwise. The resulting solution was concentrated and 200 ml of a 10% aqueous solution of sodium hydroxide was added. After the mixture was agitated for 30 minutes, it was neutralized with dilute hydrochloric acid and the end compound was obtained as a solid precipitate in an amount of 27.3 g (yield, 6.7%). Conditions: time 30 minute. The solvent is C(C)#N (acetonitrile), N1=CC=CC=C1 (pyridine). Reaction SMILES: [NH2:1][C:2]1[CH:10]=[CH:9][C:5]2[NH:6][N:7]=[N:8][C:4]=2[CH:3]=1.[C:11](Cl)(=[O:15])[C:12]([CH3:14])=[CH2:13]>C(#N)C.N1C=CC=CC=1>[C:11]([NH:1][C:2]1[CH:10]=[CH:9][C:5]2[NH:6][N:7]=[N:8][C:4]=2[CH:3]=1)(=[O:15])[C:12]([CH3:14])=[CH2:13]. The reactants are NC1=CC2=C(NN=N2)C=C1 (5-aminobenzotriazole), C(C(=C)C)(=O)Cl (methacrylic acid chloride). Starting materials: CC1C(=NNC(S1)=O)C=1C=C2C(C(NC2=CC1)=O)=NC1=CC=CC=C1 (1,3-dihydro-5-(3,6-dihydro-6-methyl-2-oxo -2H-1,3,4-thiadiazin-5-yl)-3-phenylimino-2H-indol-2-one), ClC1=CC=C(C=C1)NN (4-chlorophenyl hydrazine). The product is ClC1=CC=C(C=C1)NN=C1C(NC2=CC=C(C=C12)C1=NNC(SC1C)=O)=O (5-(3,6-Dihydro-6-methyl-2-oxo-2H-1,3,4-thiadiazin-5-yl) -1H-indole-2,3-dione 3-[(4-chloro)phenylhydrazone]). Yield: 70.0%. Reaction SMILES: [CH3:1][CH:2]1[S:7][C:6](=[O:8])[NH:5][N:4]=[C:3]1[C:9]1[CH:10]=[C:11]2[C:15](=[CH:16][CH:17]=1)[NH:14][C:13](=[O:18])[C:12]2=[N:19]C1C=CC=CC=1.[Cl:26][C:27]1[CH:32]=[CH:31][C:30]([NH:33]N)=[CH:29][CH:28]=1>>[Cl:26][C:27]1[CH:32]=[CH:31][C:30]([NH:33][N:19]=[C:12]2[C:11]3[C:15](=[CH:16][CH:17]=[C:9]([C:3]4[CH:2]([CH3:1])[S:7][C:6](=[O:8])[NH:5][N:4]=4)[CH:10]=3)[NH:14][C:13]2=[O:18])=[CH:29][CH:28]=1. Reported procedure: Starting from 1,3-dihydro-5-(3,6-dihydro-6-methyl-2-oxo -2H-1,3,4-thiadiazin-5-yl)-3-phenylimino-2H-indol-2-one, and 4-chlorophenyl hydrazine and following the method described in Example 21,the desired compound was obtained. Conditions: time 20 hour. Product: COC(=O)[C@H]1SC[C@@H]2OC(O[C@@H]21)(C)C ((3aS,4S,6aR)-2,2-dimethyltetrahydrothieno[3,4-d][1,3]dioxole-4-carboxylic acid methyl ester). The solvent is CN(C=O)C (N,N-dimethylformamide), O (water), CC(=O)C (acetone). As a reaction SMILES: [CH3:1][C:2]1([CH3:12])[O:6][C@H:5]2[CH2:7][S:8][C@H:9]([CH:10]=[O:11])[C@H]2O1.[Cr](O[Cr]([O-])(=O)=O)([O-])(=O)=O.[NH+]1C=CC=CC=1.[NH+]1C=CC=CC=1.S([O:39][CH3:40])(OC)(=O)=O.[C:41](=O)([O-])[O-:42].[K+].[K+]>CN(C)C=O.CC(C)=O.O>[CH3:41][O:42][C:10]([C@@H:9]1[C@@H:40]2[C@@H:5]([O:6][C:2]([CH3:1])([CH3:12])[O:39]2)[CH2:7][S:8]1)=[O:11] |f:1.2.3,5.6.7|. Procedure details: 2.8 g (0.015 mol) of (3aS,4S,6aR)-2,2-dimethyltetrahydrothieno[3,4-d][1,3]dioxole-4–Carbaldehyde from the aforementioned Experimental Example 6 were dissolved in 200 mL of anhydrous N,N-dimethylformamide to which 26.7 g (0.070 mol) of pyridinium dichromate was added. The reaction mixture was stirred at ambient temperature for 20 h. After 0.3 L of water were added, it was extracted with 2.5 L of ethyl acetate (0.5 L×5). The extract was dried, filtered, and concentrated under reduced pressure to o... Isolated yield 132.0%. Starting materials: CC1(O[C@H]2[C@@H](O1)CS[C@@H]2C=O)C ((3aS,4S,6aR)-2,2-dimethyltetrahydrothieno[3,4-d][1,3]dioxole-4–Carbaldehyde), [Cr](=O)(=O)([O-])O[Cr](=O)(=O)[O-].[NH+]1=CC=CC=C1.[NH+]1=CC=CC=C1 (pyridinium dichromate), S(=O)(=O)(OC)OC (dimethyl sulfate), C([O-])([O-])=O.[K+].[K+] (potassium carbonate).